Dataset: the Open Reaction Database (ORD), a public repository of structured organic reaction records. Task: describe an organic reaction: reactants, conditions, products, and yield Starting materials: BrCc1ccc2oc(-c3ccccc3)nc2c1, CC(=O)[O-], [Cs+], N#N. The product is CC(=O)OCc1ccc2oc(-c3ccccc3)nc2c1. RXN SMILES: [Br:1][CH2:2][c:3]1[cH:4][cH:5][c:6]2[c:7]([n:8][c:9](-[c:11]3[cH:12][cH:13][cH:14][cH:15][cH:16]3)[o:10]2)[cH:17]1.[C:18]([CH3:19])(=[O:20])[O-:21].[Cs+:22].[N:23]#[N:24]>>[CH2:2]([c:3]1[cH:4][cH:5][c:6]2[c:7]([n:8][c:9](-[c:11]3[cH:12][cH:13][cH:14][cH:15][cH:16]3)[o:10]2)[cH:17]1)[O:21][C:18]([CH3:19])=[O:20]. Starting materials: CC(C)([O-])C.[Na+] (sodium tert-butoxide), C1(=CC=CC=C1)C (toluene), COC1=CC=C(C=C1)S (4-methoxybenzenethiol), IC=1C=C(C(=C(C1)OC)OC)OC (5-iodo-1,2,3-trimethoxybenzene). Reagents/catalysts: [Cu](I)I (copper iodide). Reaction conditions: temperature 110 celsius. Product: C1(=CC(=CC=C1)SC1=CC(=C(C(=C1)OC)OC)OC)C1=CC=CC=C1 (Biphenyl-3-yl(3,4,5-trimethoxyphenyl)sulfane). As a reaction SMILES: CC(C)([O-])C.[Na+].CO[C:9]1[CH:14]=[CH:13][C:12]([SH:15])=[CH:11][CH:10]=1.I[C:17]1[CH:18]=[C:19]([O:27][CH3:28])[C:20]([O:25][CH3:26])=[C:21]([O:23][CH3:24])[CH:22]=1.[C:29]1(C)[CH:34]=[CH:33][CH:32]=[CH:31][CH:30]=1>[Cu](I)I>[C:14]1([C:29]2[CH:34]=[CH:33][CH:32]=[CH:31][CH:30]=2)[CH:9]=[CH:10][CH:11]=[C:12]([S:15][C:17]2[CH:18]=[C:19]([O:27][CH3:28])[C:20]([O:25][CH3:26])=[C:21]([O:23][CH3:24])[CH:22]=2)[CH:13]=1 |f:0.1|. Procedure details: To a solution of 52a (1.1 g, crude compound) in ethanol (8 mL) was added potassium hydroxide (2.1 g, 12 mL) and heated to reflux for overnight. The solution was cooled to RT and the ethanol was evaporated under reduced pressure. The residue was dissolved in water and washed with diethyl ether (10 mL). The aqueous layer was acidified with 2 N HCl and extracted with diethyl ether (3×50 mL). The organic extracts were washed with water (50 mL), brine (50 mL), dried over MgSO4, filtered and evaporate... Reactants: CC(C)(C)[Si](C)(C)OC1CCN(c2cccc(-n3ccnn3)c2)CC1, CCO, Cl. Product: OC1CCN(c2cccc(-n3ccnn3)c2)CC1. As a reaction SMILES: [C:1]([Si:2]([CH3:3])([CH3:4])[O:6][CH:7]1[CH2:8][CH2:9][N:10]([c:13]2[cH:14][c:15](-[n:19]3[n:20][n:21][cH:22][cH:23]3)[cH:16][cH:17][cH:18]2)[CH2:11][CH2:12]1)([CH3:5])([CH3:24])[CH3:25].[CH3:27][CH2:28][OH:29].[ClH:26]>>[OH:6][CH:7]1[CH2:8][CH2:9][N:10]([c:13]2[cH:14][c:15](-[n:19]3[n:20][n:21][cH:22][cH:23]3)[cH:16][cH:17][cH:18]2)[CH2:11][CH2:12]1. The reactants are CS(C)=O, NCc1ccc(Cl)c(C(F)(F)F)c1, O=C(Nc1cccc2ccc(O)cc12)Oc1ccccc1. Product: O=C(NCc1ccc(Cl)c(C(F)(F)F)c1)Nc1cccc2ccc(O)cc12. RXN SMILES: [CH3:35][S:36]([CH3:37])=[O:38].[Cl:1][c:2]1[c:3]([C:10]([F:11])([F:12])[F:13])[cH:4][c:5]([CH2:6][NH2:7])[cH:8][cH:9]1.[c:14]1([O:20][C:21](=[O:15])[NH:22][c:23]2[cH:24][cH:25][cH:26][c:27]3[cH:28][cH:29][c:30]([OH:33])[cH:31][c:32]23)[cH:16][cH:17][cH:18][cH:19][cH:34]1>>[Cl:1][c:2]1[c:3]([C:10]([F:11])([F:12])[F:13])[cH:4][c:5]([CH2:6][NH:7][C:21](=[O:20])[NH:22][c:23]2[cH:24][cH:25][cH:26][c:27]3[cH:28][cH:29][c:30]([OH:33])[cH:31][c:32]23)[cH:8][cH:9]1. Reactants: CCCN, COC(=O)c1ccsc1N=C=S, C1CCOC1. The product is CCCNC(=S)Nc1sccc1C(=O)OC. RXN SMILES: [CH2:1]([CH2:2][CH3:3])[NH2:4].[N:5](=[C:6]=[S:7])[c:8]1[s:9][cH:10][cH:11][c:12]1[C:13](=[O:14])[O:15][CH3:16].[O:17]1[CH2:18][CH2:19][CH2:20][CH2:21]1>>[CH2:1]([CH2:2][CH3:3])[NH:4][C:6]([NH:5][c:8]1[s:9][cH:10][cH:11][c:12]1[C:13](=[O:14])[O:15][CH3:16])=[S:7]. Starting materials: CN(C(=O)C=1OC(=CC1)C1=CC=C(C=C1)C)OC (N-methyl-N-methoxy-5-(4-methylphenyl)furan-2-carboxamide), [H-].C(C(C)C)[Al+]CC(C)C (diisobutylaluminum hydride), O1CCCC1 (tetrahydrofuran), aldehyde, methyl (triphenylphosphoranilidene)acetate, Cl (hydrochloric acid), O (water). The solvent is C1(=CC=CC=C1)C (toluene). Reaction conditions: temperature -78 celsius, time 10 minute. Yields the product CC1=CC=C(C=C1)C1=CC=C(O1)/C=C/C(=O)OC (methyl (E)-3-[5-(4-methylphenyl)furan-2-yl]acrylate). Reaction SMILES: CN(OC)[C:3]([C:5]1[O:6][C:7]([C:10]2[CH:15]=[CH:14][C:13]([CH3:16])=[CH:12][CH:11]=2)=[CH:8][CH:9]=1)=O.[H-].C([Al+]CC(C)C)C(C)C.Cl.[OH2:30].[O:31]1[CH2:35]C[CH2:33][CH2:32]1>C1(C)C=CC=CC=1>[CH3:16][C:13]1[CH:12]=[CH:11][C:10]([C:7]2[O:6][C:5](/[CH:3]=[CH:33]/[C:32]([O:31][CH3:35])=[O:30])=[CH:9][CH:8]=2)=[CH:15][CH:14]=1 |f:1.2|. Reported procedure: Under nitrogen atmosphere, to a solution of N-methyl-N-methoxy-5-(4-methylphenyl)furan-2-carboxamide (2.5 g) in tetrahydrofuran (20 ml) was added diisobutylaluminum hydride (1.01M toluene solution) (15 ml) at −78° C., and the mixture was stirred at −78° C. for 10 minutes and then at 0° C. for 15 minutes. To the reaction mixture was added 1N hydrochloric acid to stop the reaction, and the mixture was extracted with ethyl acetate. The organic layer was washed with saturated sodium chloride solutio... The reactants are BrC=1C=NC=C(C(=O)OC)C1 (methyl 5-bromonicotinate), C(C)(=O)OCC (ethyl acetate), FC(OC1=CC=C(C=C1)B(O)O)(F)F (4-trifluoromethoxyphenylboronic acid), [F-].[K+] (potassium fluoride). Reagents/catalysts: C=1C=CC(=CC1)[P](C=2C=CC=CC2)(C=3C=CC=CC3)[Pd]([P](C=4C=CC=CC4)(C=5C=CC=CC5)C=6C=CC=CC6)([P](C=7C=CC=CC7)(C=8C=CC=CC8)C=9C=CC=CC9)[P](C=1C=CC=CC1)(C=1C=CC=CC1)C=1C=CC=CC1 (tetrakis(triphenylphosphine)palladium), C=1C=CC(=CC1)[P](C=2C=CC=CC2)(C=3C=CC=CC3)[Pd]([P](C=4C=CC=CC4)(C=5C=CC=CC5)C=6C=CC=CC6)([P](C=7C=CC=CC7)(C=8C=CC=CC8)C=9C=CC=CC9)[P](C=1C=CC=CC1)(C=1C=CC=CC1)C=1C=CC=CC1 (tetrakis(triphenylphosphine)palladium), C=1C=CC(=CC1)[P](C=2C=CC=CC2)(C=3C=CC=CC3)[Pd]([P](C=4C=CC=CC4)(C=5C=CC=CC5)C=6C=CC=CC6)([P](C=7C=CC=CC7)(C=8C=CC=CC8)C=9C=CC=CC9)[P](C=1C=CC=CC1)(C=1C=CC=CC1)C=1C=CC=CC1 (tetrakis(triphenylphosphine)palladium). Run in C1(=CC=CC=C1)C (toluene), C(C)O (ethanol), O (water). Yields the product FC(OC1=CC=C(C=C1)C=1C=C(C=NC1)C(=O)OC)(F)F (Methyl 5-[4-(trifluoromethoxy)phenyl]pyridine-3-carboxylate). Reaction SMILES: Br[C:2]1[CH:3]=[N:4][CH:5]=[C:6]([CH:11]=1)[C:7]([O:9][CH3:10])=[O:8].[F:12][C:13]([F:25])([F:24])[O:14][C:15]1[CH:20]=[CH:19][C:18](B(O)O)=[CH:17][CH:16]=1.[F-].[K+].C(OCC)(=O)C>C1(C)C=CC=CC=1.C(O)C.O.C1C=CC([P]([Pd]([P](C2C=CC=CC=2)(C2C=CC=CC=2)C2C=CC=CC=2)([P](C2C=CC=CC=2)(C2C=CC=CC=2)C2C=CC=CC=2)[P](C2C=CC=CC=2)(C2C=CC=CC=2)C2C=CC=CC=2)(C2C=CC=CC=2)C2C=CC=CC=2)=CC=1>[F:12][C:13]([F:24])([F:25])[O:14][C:15]1[CH:20]=[CH:19][C:18]([C:2]2[CH:11]=[C:6]([C:7]([O:9][CH3:10])=[O:8])[CH:5]=[N:4][CH:3]=2)=[CH:17][CH:16]=1 |f:2.3,^1:48,50,69,88|. Procedure details: A solution of 26 g (121 mmol) of methyl 5-bromonicotinate in toluene (220 ml) was admixed under argon at RT with 2.8 g (2.4 mmol) of tetrakis(triphenylphosphine)palladium, and then a solution of 30 g (146 mmol) of 4-trifluoromethoxyphenylboronic acid in ethanol (58 ml) was added. After adding 14 g (243 mmol) of potassium fluoride in water (58 ml), the mixture was stirred under reflux overnight, a further 0.70 g (0.61 mmol) of tetrakis(triphenylphosphine)palladium was added, and the mixture was s...